From a dataset of the Open Reaction Database (ORD), a public repository of structured organic reaction records. describe an organic reaction: reactants, conditions, products, and yield The reactants are aqueous solution, Cl (hydrochloric acid), [N+](=O)([O-])C1=C(C=CC(=C1)[N+](=O)[O-])O (2,4-dinitrophenol), 100, [H][H] (hydrogen), [H][H] (hydrogen). The reagents and catalysts are [Rh] (rhodium), [Pd] (palladium). Conditions: temperature 110 celsius, time 5 hour. Yields the product Cl.NC1=C(C=CC(=C1)N)O (2,4-diaminophenol hydrochloride). RXN SMILES: [H][H].[ClH:3].[N+:4]([C:7]1[CH:12]=[C:11]([N+:13]([O-])=O)[CH:10]=[CH:9][C:8]=1[OH:16])([O-])=O>[Pd].[Rh]>[ClH:3].[NH2:4][C:7]1[CH:12]=[C:11]([NH2:13])[CH:10]=[CH:9][C:8]=1[OH:16] |f:5.6|. Procedure: Onto the bottom of a cylindrical reactor there is placed a chamber made of a foil with the thickness of 100 mcm and the working surface area of 50 cm2. The foil is made of an alloy consisting of 98% by mass of palladium and 2% by mass of rhodium. Commercial hydrogen comprising a mixture of hydrogen with nitrogen (at the volume ratio therebetween of 1:1). Under the pressure of 10 atm is continuously supplied at the rate of 60 ml/min into the chamber. Outside the chamber into the reactor there are... Starting materials: O=C([O-])[O-], CCOC(=O)CCl, CC(C)=O, CCNC(=O)c1cc(OC)cc(-c2cc3cnc4[nH]ccc4c3n(CC)c2=O)c1Cl, [K+], [K+]. Product: CCNC(=O)c1cc(OC)cc(-c2cc3cnc4c(ccn4CC(=O)OCC)c3n(CC)c2=O)c1Cl. As a reaction SMILES: [C:38](=[O:39])([O-:40])[O-:41].[CH2:31]([CH3:32])[O:33][C:34]([CH2:35][Cl:36])=[O:37].[CH3:44][C:45](=[O:46])[CH3:47].[Cl:1][c:2]1[c:3]([C:4](=[O:5])[NH:6][CH2:7][CH3:8])[cH:9][c:10]([O:29][CH3:30])[cH:11][c:12]1-[c:13]1[cH:14][c:15]2[cH:16][n:17][c:18]3[c:19]([c:20]2[n:21]([CH2:24][CH3:25])[c:22]1=[O:23])[cH:26][cH:27][nH:28]3.[K+:42].[K+:43]>>[Cl:1][c:2]1[c:3]([C:4](=[O:5])[NH:6][CH2:7][CH3:8])[cH:9][c:10]([O:29][CH3:30])[cH:11][c:12]1-[c:13]1[cH:14][c:15]2[cH:16][n:17][c:18]3[c:19]([c:20]2[n:21]([CH2:24][CH3:25])[c:22]1=[O:23])[cH:26][cH:27][n:28]3[CH2:35][C:34]([O:33][CH2:31][CH3:32])=[O:37].